From a dataset of the Open Reaction Database (ORD), a public repository of structured organic reaction records. describe an organic reaction: reactants, conditions, products, and yield Reactants: ClC1=CC=C(C(=O)NC(CC(=O)OC)C(=O)C2=CSC=C2)C=C1 (methyl 3-(4-chlorobenzoylamino)-3-(3-thienylcarbonyl)propionate), P(=O)(Cl)(Cl)Cl (phosphorus oxychloride). Run in CN(C=O)C (dimethylformamide). Yields the product ClC1=CC=C(C=C1)C=1OC(=C(N1)CC(=O)OC)C1=CSC=C1 (methyl 2-[2-(4-chlorophenyl)-5-(3-thienyl)-4-oxazolyl]acetate). Yield: 89.2%. RXN SMILES: [Cl:1][C:2]1[CH:23]=[CH:22][C:5]([C:6]([NH:8][CH:9]([C:15]([C:17]2[CH:21]=[CH:20][S:19][CH:18]=2)=[O:16])[CH2:10][C:11]([O:13][CH3:14])=[O:12])=O)=[CH:4][CH:3]=1.P(Cl)(Cl)(Cl)=O>CN(C)C=O>[Cl:1][C:2]1[CH:23]=[CH:22][C:5]([C:6]2[O:16][C:15]([C:17]3[CH:21]=[CH:20][S:19][CH:18]=3)=[C:9]([CH2:10][C:11]([O:13][CH3:14])=[O:12])[N:8]=2)=[CH:4][CH:3]=1. Procedure details: 13 g of methyl 3-(4-chlorobenzoylamino)-3-(3-thienylcarbonyl)propionate, 50 ml of dimethylformamide and 9.6 g of phosphorus oxychloride are treated in the same manner as described in Example 1. 11 g of methyl 2-[2-(4-chlorophenyl)-5-(3-thienyl)-4-oxazolyl]acetate are thereby obtained. The reactants are ClC1=C(C(NN=C1)=O)Cl (dichloropyridazinone), C(=O)([O-])[O-].[K+].[K+] (K2CO3), N=1NC(C=CC1)=O (pyridazinone), C(C1=CC=CC=C1)Br (Benzylbromide). Solvent: CN(C)C=O (DMF). Reaction conditions: time 15 minute. The product is C(C1=CC=CC=C1)N1N=CC(=C(C1=O)Cl)Cl (2-benzyl-4,5-dichloropyridazin-3(2H)-one). Yield: 94.6%. Reaction SMILES: [Cl:1][C:2]1[CH:7]=[N:6][NH:5][C:4](=[O:8])[C:3]=1[Cl:9].C([O-])([O-])=O.[K+].[K+].[CH2:16](Br)[C:17]1[CH:22]=[CH:21][CH:20]=[CH:19][CH:18]=1.N1NC(=O)C=CC=1>CN(C=O)C>[CH2:16]([N:5]1[C:4](=[O:8])[C:3]([Cl:9])=[C:2]([Cl:1])[CH:7]=[N:6]1)[C:17]1[CH:22]=[CH:21][CH:20]=[CH:19][CH:18]=1 |f:1.2.3|. Procedure: To a solution of dichloropyridazinone (50.0 g, 303.0 mmol) in DMF (200 mL) was added K2CO3 (50.3 g, 364.0 mmol) at RT under vigorous stirring. Benzylbromide (40.0 mL, 336.0 mmol) was added in rapid drops via a syringe. The resulting suspension was stirred at 50° C. for 1 h until all the pyridazinone was consumed as judged by HPLC. The reaction mixture was then poured into water (400 mL). The resultant suspension was stirred for 15 min at RT, and then filtered. The collected solid was rinsed thor...